From a dataset of the Open Reaction Database (ORD), a public repository of structured organic reaction records. describe an organic reaction: reactants, conditions, products, and yield Starting materials: Cl (hydrochloric acid), COC=1C=C2C(=CC1OC)C(=O)C(C2)CC3CCN(CC3)CC=4C=CC=CC4 (Donepezil), C(C)(=O)OCC (ethyl acetate). The solvent is CO (methanol), CO (methanol). Conditions: temperature 40 celsius, time 7 minute. Yields the product COC=1C=C2C(=CC1OC)C(=O)C(C2)CC3CCN(CC3)CC=4C=CC=CC4.Cl (Donepezil Hydrochloride). Yield: 64.8%. As a reaction SMILES: [CH3:1][O:2][C:3]1[CH:4]=[C:5]2[CH2:14][CH:13]([CH2:15][CH:16]3[CH2:21][CH2:20][N:19]([CH2:22][C:23]4[CH:24]=[CH:25][CH:26]=[CH:27][CH:28]=4)[CH2:18][CH2:17]3)[C:11](=[O:12])[C:6]2=[CH:7][C:8]=1[O:9][CH3:10].[ClH:29].C(OCC)(=O)C>CO>[CH3:1][O:2][C:3]1[CH:4]=[C:5]2[CH2:14][CH:13]([CH2:15][CH:16]3[CH2:17][CH2:18][N:19]([CH2:22][C:23]4[CH:28]=[CH:27][CH:26]=[CH:25][CH:24]=4)[CH2:20][CH2:21]3)[C:11](=[O:12])[C:6]2=[CH:7][C:8]=1[O:9][CH3:10].[ClH:29] |f:4.5|. Reported procedure: 1.0 g of Donepezil was dissolved in 4 ml of methanol under heating at 40° C. The solution was cooled in an iced water bath. 0.31 g of Concentrated hydrochloric acid in 1 ml of methanol was added hereinto at 12° C. inner temperature. After 7 minutes, 30 ml of ethyl acetate was added at 3°C. inner temperature successively. It continued stirring for 30 minutes in an iced water bath. Filtration of the separated crystals followed by drying afforded 0.71 g of the title compound. (water content: 5.22%) Starting materials: COc1cc(CC(=O)OC(C)(C)C)ccc1NC(=O)Nc1ccccc1OCc1ccccc1, ClCCl, O=C(O)C(F)(F)F. The product is COc1cc(CC(=O)O)ccc1NC(=O)Nc1ccccc1OCc1ccccc1. RXN SMILES: [CH2:1]([c:2]1[cH:3][cH:4][cH:5][cH:6][cH:7]1)[O:8][c:9]1[c:10]([NH:15][C:16]([NH:17][c:18]2[c:19]([O:32][CH3:33])[cH:20][c:21]([CH2:24][C:25](=[O:26])[O:27][C:28]([CH3:29])([CH3:30])[CH3:31])[cH:22][cH:23]2)=[O:34])[cH:11][cH:12][cH:13][cH:14]1.[Cl:42][CH2:43][Cl:44].[F:35][C:36]([F:37])([F:38])[C:39]([OH:40])=[O:41]>>[CH2:1]([c:2]1[cH:3][cH:4][cH:5][cH:6][cH:7]1)[O:8][c:9]1[c:10]([NH:15][C:16]([NH:17][c:18]2[c:19]([O:32][CH3:33])[cH:20][c:21]([CH2:24][C:25](=[O:26])[OH:27])[cH:22][cH:23]2)=[O:34])[cH:11][cH:12][cH:13][cH:14]1. The reactants are C(C#C)N (propargylamine), BrC(C(=O)OC)C (methyl 2-bromopropionate), C([O-])(O)=O.[Na+] (sodium bicarbonate). Solvent: O (water). Conditions: temperature 80 celsius. The product is C(C#C)NC(C(=O)OC)C (Methyl 2-propargylaminopropionate). The yield is 37.7%. As a reaction SMILES: [CH2:1]([NH2:4])[C:2]#[CH:3].Br[CH:6]([CH3:11])[C:7]([O:9][CH3:10])=[O:8].C(=O)(O)[O-].[Na+]>O>[CH2:1]([NH:4][CH:6]([CH3:11])[C:7]([O:9][CH3:10])=[O:8])[C:2]#[CH:3] |f:2.3|. Procedure: Into a 250 ml round bottom flask are placed 26 g (0.47 mole) of propargylamine, 78.8 g (0.47 mole) of methyl 2-bromopropionate, and 39.7 g (0.47 mole) of sodium bicarbonate. The reaction mixture is heated at 80° C. overnight. It is cooled and poured into 200 ml of water. Extraction with ether provides 45 g of crude product which is further purified by vacuum distillation (94°-95°/3 mm) to give 25 g of desired product.